The task is: describe an organic reaction: reactants, conditions, products, and yield. This data is from the Open Reaction Database (ORD), a public repository of structured organic reaction records. Reported procedure: 58 μl (0.70 mmol) of allyl bromide are added to a mixture of 162 mg (0.70 mmol) of silver oxide and 200 mg (0.47 mmol) of methyl (S)-3-[3′-(3-heptyl-1-methylureido)biphenyl-4-yl]-2-hydroxypropanoate in 3 ml of diethyl ether. The reaction mixture is stirred at 40° C. for 24 hours. The mixture is filtered and then the solvents are evaporated. The residue is chromatographed on silica gel (heptane/ethyl acetate 80/20 up to 60/40). 180 mg of methyl (S)-2-allyloxy-3-[3′-(3-heptyl-1-methylureido)biphen... Isolated yield 82.1%. Run in C(C)OCC (diethyl ether). RXN SMILES: [CH2:1](Br)[CH:2]=[CH2:3].[CH2:5]([NH:12][C:13](=[O:35])[N:14]([C:16]1[CH:17]=[C:18]([C:22]2[CH:27]=[CH:26][C:25]([CH2:28][C@H:29]([OH:34])[C:30]([O:32][CH3:33])=[O:31])=[CH:24][CH:23]=2)[CH:19]=[CH:20][CH:21]=1)[CH3:15])[CH2:6][CH2:7][CH2:8][CH2:9][CH2:10][CH3:11]>C(OCC)C.[Ag]=O>[CH2:1]([O:34][C@@H:29]([CH2:28][C:25]1[CH:24]=[CH:23][C:22]([C:18]2[CH:19]=[CH:20][CH:21]=[C:16]([N:14]([CH3:15])[C:13]([NH:12][CH2:5][CH2:6][CH2:7][CH2:8][CH2:9][CH2:10][CH3:11])=[O:35])[CH:17]=2)=[CH:27][CH:26]=1)[C:30]([O:32][CH3:33])=[O:31])[CH:2]=[CH2:3]. Reactants: C(C=C)Br (allyl bromide), C(CCCCCC)NC(N(C)C=1C=C(C=CC1)C1=CC=C(C=C1)C[C@@H](C(=O)OC)O)=O (methyl (S)-3-[3′-(3-heptyl-1-methylureido)biphenyl-4-yl]-2-hydroxypropanoate). Run at temperature 40 celsius, time 24 hour. Product: C(C=C)O[C@H](C(=O)OC)CC1=CC=C(C=C1)C1=CC(=CC=C1)N(C(=O)NCCCCCCC)C (methyl (S)-2-allyloxy-3-[3′-(3-heptyl-1-methylureido)biphenyl-4-yl]propanoate). Reagents/catalysts: [Ag]=O (silver oxide). Starting materials: C(=O)(OCC1=CC=CC=C1)N[C@@H](C(C)C)C(=O)OCCO (2-(N-CBz-L-valyloxy)-ethanol), ClC(=O)OCCl (chloromethyl chloroformate). Reagents/catalysts: N1=CC=CC=C1 (pyridine). Run in C(Cl)Cl (CH2Cl2). Reaction conditions: time 30 minute. Yields the product C(OCCOC([C@@H](NC(=O)OCC1=CC=CC=C1)C(C)C)=O)(OCCl)=O (2-(N-CBz-L-valyloxy)-ethyl chloromethyl carbonate). The yield is 52.5%. RXN SMILES: [C:1]([NH:11][C@H:12]([C:16]([O:18][CH2:19][CH2:20][OH:21])=[O:17])[CH:13]([CH3:15])[CH3:14])([O:3][CH2:4][C:5]1[CH:10]=[CH:9][CH:8]=[CH:7][CH:6]=1)=[O:2].Cl[C:23]([O:25][CH2:26][Cl:27])=[O:24]>C(Cl)Cl.N1C=CC=CC=1>[C:23](=[O:24])([O:25][CH2:26][Cl:27])[O:21][CH2:20][CH2:19][O:18][C:16](=[O:17])[C@H:12]([CH:13]([CH3:15])[CH3:14])[NH:11][C:1]([O:3][CH2:4][C:5]1[CH:10]=[CH:9][CH:8]=[CH:7][CH:6]=1)=[O:2]. Procedure: To a mixture of 2-(N-CBz-L-valyloxy)-ethanol (12. 0 g, 40.6 mmol) and pyridine (19.7 mL, 0.24 mmol) in CH2Cl2 (300 mL) at 0° C., was added dropwise chloromethyl chloroformate (10.5 g, 81.2 mmol). After 30 min at 0° C., the reaction mixture was washed with H2O (200 mL). The H2O phase was washed with CH2Cl2 (100 mL) and the solvent of the combined organic phases was removed under reduced pressure. The crude product was column chromatographed (silica gel, 0.5→1% MeOH in CH2Cl2), to give 8.26 g 2-(N... Starting materials: C(C)OC(C=CC1=C(C=C(C=C1)Cl)N)=O (3-(2-amino-4-chloro-phenyl)-acrylic acid ethyl ester), N1=CC=CC=C1 (pyridine), C1(=CC=C(C=C1)S(=O)(=O)Cl)C (p-toluenesulfonyl chloride), Cl (hydrochloric acid). Run in ClCCl (dichloromethane). Run at time 18 hour. Product: C(C)OC(C=CC1=C(C=C(C=C1)Cl)NS(=O)(=O)C1=CC=C(C=C1)C)=O (3-[4-chloro-2-(toluene-4-sulfonylamino)-phenyl]-acrylic acid ethyl ester). The yield is 93.4%. RXN SMILES: [CH2:1]([O:3][C:4](=[O:15])[CH:5]=[CH:6][C:7]1[CH:12]=[CH:11][C:10]([Cl:13])=[CH:9][C:8]=1[NH2:14])[CH3:2].N1C=CC=CC=1.[C:22]1([CH3:32])[CH:27]=[CH:26][C:25]([S:28](Cl)(=[O:30])=[O:29])=[CH:24][CH:23]=1.Cl>ClCCl>[CH2:1]([O:3][C:4](=[O:15])[CH:5]=[CH:6][C:7]1[CH:12]=[CH:11][C:10]([Cl:13])=[CH:9][C:8]=1[NH:14][S:28]([C:25]1[CH:26]=[CH:27][C:22]([CH3:32])=[CH:23][CH:24]=1)(=[O:30])=[O:29])[CH3:2]. Reported procedure: To 3-(2-amino-4-chloro-phenyl)-acrylic acid ethyl ester (18.0g, 79.8 mmol) in dichloromethane (144 ml) was added pyridine (9.04 ml, 112 mmol) and p-toluenesulfonyl chloride (16.0g, 83.9 mmol). The reaction was stirred at room temperature for 18 hours and poured into 1N hydrochloric acid (150 ml). The layers were separated and the organic layer was dried over magnesium sulfate, filtered, and concentrated. The resulting solid was slurried in hexanes and filtered to afford 3-[4-chloro-2-(toluene-4-... Reactants: OCCCN1CCC(CC1)C=1C=C(C=CC1)NC(C(C)C)=O (N-{3-[1-(3-hydroxypropyl)-4-piperidinyl]phenyl}-2-methylpropanamide), FC1=CC=C(C=C1)CC(=O)Cl ((4-fluorophenyl)acetyl chloride). Yields the product FC1=CC=C(C=C1)CC(=O)OCCCN1CCC(CC1)C1=CC(=CC=C1)NC(C(C)C)=O (3-{4-[3-(ISOBUTYRYLAMINO)PHENYL]-1-PIPERIDINYL}PROPYL (4-FLUOROPHENYL)ACETATE). Reaction SMILES: [OH:1][CH2:2][CH2:3][CH2:4][N:5]1[CH2:10][CH2:9][CH:8]([C:11]2[CH:12]=[C:13]([NH:17][C:18](=[O:22])[CH:19]([CH3:21])[CH3:20])[CH:14]=[CH:15][CH:16]=2)[CH2:7][CH2:6]1.[F:23][C:24]1[CH:29]=[CH:28][C:27]([CH2:30][C:31](Cl)=[O:32])=[CH:26][CH:25]=1>>[F:23][C:24]1[CH:29]=[CH:28][C:27]([CH2:30][C:31]([O:1][CH2:2][CH2:3][CH2:4][N:5]2[CH2:10][CH2:9][CH:8]([C:11]3[CH:16]=[CH:15][CH:14]=[C:13]([NH:17][C:18](=[O:22])[CH:19]([CH3:20])[CH3:21])[CH:12]=3)[CH2:7][CH2:6]2)=[O:32])=[CH:26][CH:25]=1. Procedure details: Prepared by Procedure Q1 and Scheme C2 (TEA) using N-{3-[1-(3-hydroxypropyl)-4-piperidinyl]phenyl}-2-methylpropanamide and (4-fluorophenyl)acetyl chloride: ESMS m/e: 441.3 (M+H)+. The reactants are [H-].[Na+] (Sodium hydride), FC(C(=O)O)(F)F (trifluoroacetic acid), [Cl-].[NH4+] (ammonium chloride), C(C)(C)(C)OC(=O)N1CCC(CC1)(C1=CC=CC=C1)CO (4-(Hydroxymethyl)-4-phenyl-1-piperidinecarboxylic acid tert-butyl ester), COS(OC)(=O)=O (Dimethylsulfuric acid), [OH-].[Na+] (sodium hydroxide). The solvent is C(Cl)Cl (Methylene chloride), O1CCCC1 (tetrahydrofuran). Reaction conditions: temperature 0 celsius, time 20 minute. Yields the product COCC1(CCNCC1)C1=CC=CC=C1 (4-(methoxymethyl)-4-phenylpiperidine). Yield: 35.0%. As a reaction SMILES: C(OC([N:8]1[CH2:13][CH2:12][C:11]([CH2:20][OH:21])([C:14]2[CH:19]=[CH:18][CH:17]=[CH:16][CH:15]=2)[CH2:10][CH2:9]1)=O)(C)(C)C.[H-].[Na+].[CH3:24]OS(=O)(=O)OC.[Cl-].[NH4+].FC(F)(F)C(O)=O.[OH-].[Na+]>O1CCCC1.C(Cl)Cl>[CH3:24][O:21][CH2:20][C:11]1([C:14]2[CH:15]=[CH:16][CH:17]=[CH:18][CH:19]=2)[CH2:10][CH2:9][NH:8][CH2:13][CH2:12]1 |f:1.2,4.5,7.8|. Reported procedure: 4-(Hydroxymethyl)-4-phenyl-1-piperidinecarboxylic acid tert-butyl ester (953 mg) was dissolved in tetrahydrofuran (10 ml), and the mixture was cooled to 0° C. Sodium hydride (157 mg) was added and the mixture was stirred for 20 min. Dimethylsulfuric acid (0.5 ml) was added, and the mixture was stirred for 5 hr. After completion of the reaction, a saturated aqueous ammonium chloride solution was added, and the mixture was extracted three times with ethyl acetate. The organic layer was dried and t...